Dataset: the Open Reaction Database (ORD), a public repository of structured organic reaction records. Task: describe an organic reaction: reactants, conditions, products, and yield Reactants: C1(=CC=CC=C1)CC1=C2CCCNC2=C(C=C1)O (1,2,3,4-tetrahydro-5-(phenylmethyl)-8-quinolinol), Cl (hydrogen chloride), free base, Cl (hydrogen chloride), CCCCCC (hexane), CCCCCC (hexane). Solvent: CO (methanol), ClCCl (dichloromethane), ClCCl (dichloromethane). Yields the product Cl.C1(=CC=CC=C1)CC1=C2CCCNC2=C(C=C1)O (1,2,3,4-Tetrahydro-5-(phenylmethyl)-8quinolinol, hydrochloride). Reaction SMILES: [C:1]1([CH2:7][C:8]2[CH:17]=[CH:16][C:15]([OH:18])=[C:14]3[C:9]=2[CH2:10][CH2:11][CH2:12][NH:13]3)[CH:6]=[CH:5][CH:4]=[CH:3][CH:2]=1.[ClH:19].CCCCCC>ClCCl.CO>[ClH:19].[C:1]1([CH2:7][C:8]2[CH:17]=[CH:16][C:15]([OH:18])=[C:14]3[C:9]=2[CH2:10][CH2:11][CH2:12][NH:13]3)[CH:2]=[CH:3][CH:4]=[CH:5][CH:6]=1 |f:5.6|. Reported procedure: A solution of 199.8 mg (0.83 mmol) of 1,2,3,4-tetrahydro-5-(phenylmethyl)-8-quinolinol in 2 ml of dichloromethane was treated with 1 ml of hydrogen chloride-saturated dichloromethane. The addition of 15 ml of hexane resulted in the precipitation of a yellow solid. Microanalysis indicated that this material contained approximately 10% of the free base of the starting material. This mixture was taken up in 1 ml of methanol and treated with 0.5 ml of hydrogen chloride-saturated methanol, then 2 ml ... The reactants are N1C(=NC2=C1C=CC=C2)C(=O)C2CCN(CC2)C(=O)OC(C)(C)C ([1H-benzimidazol-2-yl][1-(t-butyloxycarbonyl)-4-piperidinyl]methanone), BrCCCCC#N (5-bromovaleronitrile), C([O-])([O-])=O.[K+].[K+] (potassium carbonate), CN(C=O)C (dimethylformamide). Run in O (water). Run at temperature 90 celsius. Product: C(#N)CCCCN1C(=NC2=C1C=CC=C2)C(=O)C2CCN(CC2)C(=O)OC(C)(C)C (1-[(4-Cyanobutyl)-1H-benzimidazol-2-yl][1-(t-butyloxycarbonyl)-4-piperidinyl]methanone). RXN SMILES: [NH:1]1[C:5]2[CH:6]=[CH:7][CH:8]=[CH:9][C:4]=2[N:3]=[C:2]1[C:10]([CH:12]1[CH2:17][CH2:16][N:15]([C:18]([O:20][C:21]([CH3:24])([CH3:23])[CH3:22])=[O:19])[CH2:14][CH2:13]1)=[O:11].Br[CH2:26][CH2:27][CH2:28][CH2:29][C:30]#[N:31].C(=O)([O-])[O-].[K+].[K+].CN(C)C=O>O>[C:30]([CH2:29][CH2:28][CH2:27][CH2:26][N:1]1[C:5]2[CH:6]=[CH:7][CH:8]=[CH:9][C:4]=2[N:3]=[C:2]1[C:10]([CH:12]1[CH2:13][CH2:14][N:15]([C:18]([O:20][C:21]([CH3:24])([CH3:23])[CH3:22])=[O:19])[CH2:16][CH2:17]1)=[O:11])#[N:31] |f:2.3.4|. Reported procedure: Mix [1H-benzimidazol-2-yl][1-(t-butyloxycarbonyl)-4-piperidinyl]methanone (4.25 g, 12.91 mmol), 5-bromovaleronitrile (2.5 g, 15.3 mmol), potassium carbonate (5.29 g, 38.25 mmol) and dimethylformamide (100 mL). Stir and heat and at 90° C. overnight. Allow to cool to room temperature, dilute with water and extract with ethyl acetate (2×). Wash the combined organic phases with water (3×), then brine and dry (MgSO4). Evaporate the solvent in vacuo and purify by chromatography to give the title compo... Starting materials: CCN=C=NCCCN(C)C, ClCCl, Cl, NC1CCC2CN(Cc3cccc(C(F)(F)F)c3)CC12, O=C(O)CN1CCC(c2ccccc2)(c2ccccc2)C1=O, O, On1nnc2ccccc21. Reaction SMILES: [CH2:35]([N:36]=[C:37]=[N:38][CH2:39][CH2:40][CH2:41][N:42]([CH3:43])[CH3:44])[CH3:45].[Cl:66][CH2:67][Cl:68].[ClH:34].[F:46][C:47]([c:48]1[cH:49][c:50]([CH2:51][N:52]2[CH2:53][CH:54]3[CH:55]([CH2:56]2)[CH:57]([NH2:60])[CH2:58][CH2:59]3)[cH:61][cH:62][cH:63]1)([F:64])[F:65].[O:1]=[C:2]1[N:3]([CH2:19][C:20](=[O:21])[OH:22])[CH2:4][CH2:5][C:6]1([c:7]1[cH:8][cH:9][cH:10][cH:11][cH:12]1)[c:13]1[cH:14][cH:15][cH:16][cH:17][cH:18]1.[OH2:23].[n:24]1([OH:25])[c:26]2[cH:27][cH:28][cH:29][cH:30][c:31]2[n:32][n:33]1>>[ClH:34].[O:1]=[C:2]1[N:3]([CH2:19][C:20](=[O:22])[NH:60][CH:57]2[CH:55]3[CH:54]([CH2:53][N:52]([CH2:51][c:50]4[cH:49][c:48]([C:47]([F:46])([F:64])[F:65])[cH:63][cH:62][cH:61]4)[CH2:56]3)[CH2:59][CH2:58]2)[CH2:4][CH2:5][C:6]1([c:7]1[cH:8][cH:9][cH:10][cH:11][cH:12]1)[c:13]1[cH:14][cH:15][cH:16][cH:17][cH:18]1. Yields the product Cl, O=C(CN1CCC(c2ccccc2)(c2ccccc2)C1=O)NC1CCC2CN(Cc3cccc(C(F)(F)F)c3)CC21. Starting materials: solution, C(C)(CC)[BH-](C(C)CC)C(C)CC.[K+] (potassium tri-sec-butylborohydride), [OH-].[Na+] (NaOH), CC(C=CC(=O)C1C(CC2OC(CC21)=O)C)(CCCC)C (rac-4-(4,4-Dimethyl-1-oxo-2-octenyl)hexahydro-5-methyl-2H-cyclopenta[b]furan-2-one), OO (H2O2). Solvent: C1CCOC1 (THF), C1CCOC1 (THF). Run at time 1 hour. Product: OC(C=CC(CCCC)(C)C)C1C(CC2OC(CC21)=O)C (4-[1-(hydroxy)-4,4-dimethyl-2-octenyl]hexahydro-5-methyl-2H-cyclopenta[b]furan-2-one). Reaction SMILES: [CH3:1][C:2]([CH3:21])([CH2:17][CH2:18][CH2:19][CH3:20])[CH:3]=[CH:4][C:5]([CH:7]1[CH:14]2[CH:10]([O:11][C:12](=[O:15])[CH2:13]2)[CH2:9][CH:8]1[CH3:16])=[O:6].C([BH-](C(CC)C)C(CC)C)(CC)C.[K+].[OH-].[Na+].OO>C1COCC1>[OH:6][CH:5]([CH:7]1[CH:14]2[CH:10]([O:11][C:12](=[O:15])[CH2:13]2)[CH2:9][CH:8]1[CH3:16])[CH:4]=[CH:3][C:2]([CH3:1])([CH3:21])[CH2:17][CH2:18][CH2:19][CH3:20] |f:1.2,3.4|. Reported procedure: The crude racemic (3aR,4S,5R,6aS)-[S*,R*(E)]-rac-4-(4,4-Dimethyl-1-oxo-2-octenyl)hexahydro-5-methyl-2H-cyclopenta[b]furan-2-one (12.9 g, 0.044 mole) in THF (60 mL) solution was cooled to -77° and treated dropwise with a 1M solution of potassium tri-sec-butylborohydride in THF (Aldrich "K-Selectride") ) (56 mL, 0.056 mole). Stirring at -77° was continued for 11/2 hours after the addition was completed. An aqueous solution of 10% NaOH (30 mL) was then added and the mixture allowed to warm to -20°.... Starting materials: NNc1ccc(Br)cc1, CC(Cc1ccc([N+](=O)[O-])cc1)NC1CCC(=O)CC1, CCO, Cl, c1ccncc1. The product is CC(Cc1ccc([N+](=O)[O-])cc1)NC1CCC(=NNc2ccc(Br)cc2)CC1. Reaction SMILES: [Br:22][c:23]1[cH:24][cH:25][c:26]([NH:29][NH2:30])[cH:27][cH:28]1.[CH3:1][CH:2]([CH2:3][c:4]1[cH:5][cH:6][c:7]([N+:10](=[O:11])[O-:12])[cH:8][cH:9]1)[NH:13][CH:14]1[CH2:15][CH2:16][C:17](=[O:20])[CH2:18][CH2:19]1.[CH3:37][CH2:38][OH:39].[ClH:21].[cH:31]1[cH:32][cH:33][n:34][cH:35][cH:36]1>>[CH3:1][CH:2]([CH2:3][c:4]1[cH:5][cH:6][c:7]([N+:10](=[O:11])[O-:12])[cH:8][cH:9]1)[NH:13][CH:14]1[CH2:15][CH2:16][C:17](=[N:30][NH:29][c:26]2[cH:25][cH:24][c:23]([Br:22])[cH:28][cH:27]2)[CH2:18][CH2:19]1. Reaction SMILES: [CH3:1][C:2]([C:4]1[CH:9]=[CH:8][CH:7]=[C:6](Br)[CH:5]=1)=[O:3].[F:11][C:12]([F:23])([F:22])[C:13]1[CH:18]=[CH:17][C:16](B(O)O)=[CH:15][CH:14]=1.C([O-])([O-])=O.[Na+].[Na+]>COCCOC.O.C1C=CC([P]([Pd]([P](C2C=CC=CC=2)(C2C=CC=CC=2)C2C=CC=CC=2)([P](C2C=CC=CC=2)(C2C=CC=CC=2)C2C=CC=CC=2)[P](C2C=CC=CC=2)(C2C=CC=CC=2)C2C=CC=CC=2)(C2C=CC=CC=2)C2C=CC=CC=2)=CC=1>[F:11][C:12]([F:23])([F:22])[C:13]1[CH:18]=[CH:17][C:16]([C:6]2[CH:7]=[CH:8][CH:9]=[C:4]([C:2](=[O:3])[CH3:1])[CH:5]=2)=[CH:15][CH:14]=1 |f:2.3.4,^1:40,42,61,80|. Procedure details: A solution of 3-bromoacetophenone (661 μL, 5.00 mmol) and 4-(triflouromethyl)benzeneboronic acid (950 mg, 5.00 mmol) in DME (50 mL) was added Na2CO3 (1.32 g, 12.50 mmol) and Pd(PPh3)4 (283 mg, 0.24 mmol) and water (25 mL). The mixture was then stirred at 100° C. for 20 hours, diluted with water and extracted with EtOAc. The organic layer was then washed with brine, dried (Na2SO4), filtered and reduced. Purification by flash chromatography (silica) eluting with petrol:EtOAc (gradient 19:1 to 9:1)... Reactants: CC(=O)C1=CC(=CC=C1)Br (3-bromoacetophenone), FC(C1=CC=C(C=C1)B(O)O)(F)F (4-(triflouromethyl)benzeneboronic acid), C(=O)([O-])[O-].[Na+].[Na+] (Na2CO3). Isolated yield 76.4%. The reagents and catalysts are C=1C=CC(=CC1)[P](C=2C=CC=CC2)(C=3C=CC=CC3)[Pd]([P](C=4C=CC=CC4)(C=5C=CC=CC5)C=6C=CC=CC6)([P](C=7C=CC=CC7)(C=8C=CC=CC8)C=9C=CC=CC9)[P](C=1C=CC=CC1)(C=1C=CC=CC1)C=1C=CC=CC1 (Pd(PPh3)4). The solvent is COCCOC (DME), O (water), O (water). Product: FC(C1=CC=C(C=C1)C1=CC(=CC=C1)C(C)=O)(F)F (1-[4′-(Trifluoromethyl)-3-biphenylyl]ethanone). Run at temperature 100 celsius, time 20 hour. Starting materials: [Br-], CC(C)(C)[O-], C[P+](c1ccccc1)(c1ccccc1)c1ccccc1, COc1ccccc1OC1CCCC1=O, [K+], C1CCOC1, O. Product: C=C1CCCC1Oc1ccccc1OC. Reaction SMILES: [Br-:23].[CH3:1][C:2]([CH3:3])([O-:4])[CH3:5].[CH3:24][P+:25]([c:26]1[cH:27][cH:28][cH:29][cH:30][cH:31]1)([c:32]1[cH:33][cH:34][cH:35][cH:36][cH:37]1)[c:38]1[cH:39][cH:40][cH:41][cH:42][cH:43]1.[CH3:7][O:8][c:9]1[c:10]([O:11][CH:12]2[C:13](=[O:17])[CH2:14][CH2:15][CH2:16]2)[cH:18][cH:19][cH:20][cH:21]1.[K+:6].[O:44]1[CH2:45][CH2:46][CH2:47][CH2:48]1.[OH2:22]>>[CH2:1]=[C:13]1[CH:12]([O:11][c:10]2[c:9]([O:8][CH3:7])[cH:21][cH:20][cH:19][cH:18]2)[CH2:16][CH2:15][CH2:14]1. Starting materials: CO, ClCCl, O=Cc1nc(NC(=O)c2c(F)cccc2F)sc1-c1cccc(C(F)(F)F)c1, [K+], [K+], COP(=O)(OC)C(=[N+]=[N-])C(C)=O, O=C([O-])[O-]. The product is C#Cc1nc(NC(=O)c2c(F)cccc2F)sc1-c1cccc(C(F)(F)F)c1. RXN SMILES: [CH3:47][OH:48].[Cl:49][CH2:50][Cl:51].[F:1][c:2]1[c:3]([C:4](=[O:5])[NH:6][c:7]2[s:8][c:9](-[c:14]3[cH:15][c:16]([C:20]([F:21])([F:22])[F:23])[cH:17][cH:18][cH:19]3)[c:10]([CH:12]=[O:13])[n:11]2)[c:24]([F:28])[cH:25][cH:26][cH:27]1.[K+:41].[K+:42].[N+:29](=[C:31]([P:30](=[O:32])([O:33][CH3:34])[O:35][CH3:36])[C:37](=[O:38])[CH3:39])=[N-:40].[O-:43][C:44]([O-:45])=[O:46]>>[F:1][c:2]1[c:3]([C:4](=[O:5])[NH:6][c:7]2[s:8][c:9](-[c:14]3[cH:15][c:16]([C:20]([F:21])([F:22])[F:23])[cH:17][cH:18][cH:19]3)[c:10]([C:12]#[CH:31])[n:11]2)[c:24]([F:28])[cH:25][cH:26][cH:27]1.